This data is from the Open Reaction Database (ORD), a public repository of structured organic reaction records. The task is: describe an organic reaction: reactants, conditions, products, and yield The reactants are CO, COC(=O)C1CC2(CCCO2)CC1NC(=O)c1ccc(C2=CCOc3ccccc32)cc1. Yields the product COC(=O)C1CC2(CCCO2)CC1NC(=O)c1ccc(C2CCOc3ccccc32)cc1. As a reaction SMILES: [CH3:33][OH:34].[O:1]1[CH2:2][CH:3]=[C:4]([c:11]2[cH:12][cH:13][c:14]([C:15](=[O:16])[NH:17][CH:18]3[CH:19]([C:27](=[O:28])[O:29][CH3:30])[CH2:20][C:21]4([CH2:22][CH2:23][CH2:24][O:25]4)[CH2:26]3)[cH:31][cH:32]2)[c:5]2[cH:6][cH:7][cH:8][cH:9][c:10]21>>[O:1]1[CH2:2][CH2:3][CH:4]([c:11]2[cH:12][cH:13][c:14]([C:15](=[O:16])[NH:17][CH:18]3[CH:19]([C:27](=[O:28])[O:29][CH3:30])[CH2:20][C:21]4([CH2:22][CH2:23][CH2:24][O:25]4)[CH2:26]3)[cH:31][cH:32]2)[c:5]2[cH:6][cH:7][cH:8][cH:9][c:10]21. The reactants are O=C([O-])O, COC(=O)C1CC(SCc2ccc(OC)cc2)CN1C(=O)OC(C)(C)C, CCOC(C)=O, Cl, [Na+]. As a reaction SMILES: [C:28](=[O:29])([OH:30])[O-:31].[C:2]([O:3][C:4](=[O:5])[N:9]1[CH:10]([C:24](=[O:25])[O:26][CH3:27])[CH2:11][CH:12]([S:14][CH2:15][c:16]2[cH:17][cH:18][c:19]([O:22][CH3:23])[cH:20][cH:21]2)[CH2:13]1)([CH3:6])([CH3:7])[CH3:8].[CH3:33][CH2:34][O:35][C:36](=[O:37])[CH3:38].[ClH:1].[Na+:32]>>[NH:9]1[CH:10]([C:24](=[O:25])[O:26][CH3:27])[CH2:11][CH:12]([S:14][CH2:15][c:16]2[cH:17][cH:18][c:19]([O:22][CH3:23])[cH:20][cH:21]2)[CH2:13]1. Yields the product COC(=O)C1CC(SCc2ccc(OC)cc2)CN1. The reactants are C(C)(C)(C)OC(=O)N1CCC(CC1)O (1-tert-butoxycarbonyl-4-hydroxypiperidine), C1(=CC=CC=C1)P(C1=CC=CC=C1)C1=CC=CC=C1 (triphenylphosphine), SC1=NN=NN1C (5-mercapto-1-methyl-1H-tetrazole), N(=NC(=O)OC(C)C)C(=O)OC(C)C (diisopropyl azodicarboxylate). Run in C1CCOC1 (THF), C(C)(=O)OCC (ethyl acetate). Reaction conditions: time 1 hour. Product: C(C)(C)(C)OC(=O)N1CCC(CC1)SC1=NN=NN1C (1-tert-Butoxycarbonyl-4-(1-methyl-1H-tetrazol-5-ylthio)piperidine). RXN SMILES: [C:1]([O:5][C:6]([N:8]1[CH2:13][CH2:12][CH:11](O)[CH2:10][CH2:9]1)=[O:7])([CH3:4])([CH3:3])[CH3:2].C1(P(C2C=CC=CC=2)C2C=CC=CC=2)C=CC=CC=1.[SH:34][C:35]1[N:39]([CH3:40])[N:38]=[N:37][N:36]=1.N(C(OC(C)C)=O)=NC(OC(C)C)=O>C1COCC1.C(OCC)(=O)C>[C:1]([O:5][C:6]([N:8]1[CH2:13][CH2:12][CH:11]([S:34][C:35]2[N:39]([CH3:40])[N:38]=[N:37][N:36]=2)[CH2:10][CH2:9]1)=[O:7])([CH3:4])([CH3:3])[CH3:2]. Procedure: To a solution of 1-tert-butoxycarbonyl-4-hydroxypiperidine (1.01 g, 5.0 mmol) in dry THF (30 mL) were added triphenylphosphine (2.0 g, 7.5 mmol) and 5-mercapto-1-methyl-1H-tetrazole (0.70 g, 6.0 mmol). To the mixture was added diisopropyl azodicarboxylate (1.2 mL, 6.0 mmol) under ice cooling, and the mixture was stirred at the same temperature for 1 hour. The reaction mixture was diluted with ethyl acetate (100 mL), which was washed with water, saturated aqueous solution of sodium hydrogen carbo... The reactants are ( 6 ), C(C)N1CCC(CC1)C1=C(C(=CC=C1)S(=O)(=O)C)F (1-ethyl-4-[2-fluoro-3-(methylsulfonyl)phenyl]-piperidine), ( 17 ), CN(C=O)C (N,N-dimethylformamide), [C-]#N.[Na+] (sodium cyanide), C1COCCOCCOCCOCCOCCO1 (18-crown-6-ether), ( 5 ). The product is C(C)N1CCC(CC1)C1=C(C(C#N)=CC=C1)C#N (3-(1-ETHYLPIPERIDIN-4-YL)PHTHALONITRILE). RXN SMILES: [CH2:1]([N:3]1[CH2:8][CH2:7][CH:6]([C:9]2[CH:14]=[CH:13][CH:12]=[C:11](S(C)(=O)=O)[C:10]=2F)[CH2:5][CH2:4]1)[CH3:2].[C-:20]#[N:21].[Na+].C1OCCOCCOCCOCCOCCOC1.C[N:42]([CH3:45])C=O>>[CH2:1]([N:3]1[CH2:8][CH2:7][CH:6]([C:9]2[CH:14]=[CH:13][CH:12]=[C:11]([C:20]#[N:21])[C:10]=2[C:45]#[N:42])[CH2:5][CH2:4]1)[CH3:2] |f:1.2|. Procedure: Preparation according to Example 31: 1-ethyl-4-[2-fluoro-3-(methylsulfonyl)phenyl]-piperidine (1.06 g, 3.72 mmol), N,N-dimethylformamide (30 ml), sodium cyanide (0.7 g, 14.0 mmol) and 18-crown-6-ether (5 mg). Yield: 0.35 g. MS m/z (relative intensity, 70 eV) 239 (M+, 3), 225 (17), 224 (bp), 154 (6), 71 (5).